From a dataset of the Open Reaction Database (ORD), a public repository of structured organic reaction records. describe an organic reaction: reactants, conditions, products, and yield Starting materials: C(C1=CC=CC=C1)OC1=C(C=CC=C1)CCC(C(=O)OCC)(C)NC(=O)OC (ethyl 4-(2-benzyloxyphenyl)-2-methoxycarbonylamino-2-methylbutanoate), [BH4-].[Li+] (lithium borohydride), O (water), Cl (hydrochloric acid). The solvent is O1CCCC1 (tetrahydrofuran). Reaction conditions: time 30 minute. The product is C(C1=CC=CC=C1)OC1=C(C=CC=C1)CCC1(NC(OC1)=O)C (4-(2-(2-Benzyloxyphenyl)ethyl)-4-methyl-2-oxazolidinone). Isolated yield 109.5%. RXN SMILES: [CH2:1]([O:8][C:9]1[CH:14]=[CH:13][CH:12]=[CH:11][C:10]=1[CH2:15][CH2:16][C:17]([NH:24][C:25]([O:27][CH3:28])=[O:26])([CH3:23])C(OCC)=O)[C:2]1[CH:7]=[CH:6][CH:5]=[CH:4][CH:3]=1.[BH4-].[Li+].Cl.O>O1CCCC1>[CH2:1]([O:8][C:9]1[CH:14]=[CH:13][CH:12]=[CH:11][C:10]=1[CH2:15][CH2:16][C:17]1([CH3:23])[CH2:28][O:27][C:25](=[O:26])[NH:24]1)[C:2]1[CH:3]=[CH:4][CH:5]=[CH:6][CH:7]=1 |f:1.2|. Procedure: To a solution of ethyl 4-(2-benzyloxyphenyl)-2-methoxycarbonylamino-2-methylbutanoate (5.2 g) in tetrahydrofuran (135 ml), under a nitrogen atmosphere, lithium borohydride (0.59 g) was added and the mixture was refluxed under heating for an hour. Then, a 2N hydrochloric acid (6.6 ml) was added thereto and the mixture was stirred at room temperature for 30 minutes. The reaction mixture was poured into water and extracted with ethyl acetate. The organic layer was washed with an aqueous sodium hydr... Starting materials: C(C1=CC=CC=C1)OC(CC=C)CCCCCCCCCCCCCCCCC (4-benzyloxy-1-heneicosene), solution, solution, CCCCCCCCC (nonane), O1CCCC1 (tetrahydrofuran), O1CCCC1 (tetrahydrofuran). Reaction conditions: time 3 hour. The product is C(C1=CC=CC=C1)OC(CCCO)CCCCCCCCCCCCCCCCC (4-benzyloxyheneicosan-1-ol). Yield: 78.0%. RXN SMILES: CCCCCCCCC.[CH2:10]([O:17][CH:18]([CH2:22][CH2:23][CH2:24][CH2:25][CH2:26][CH2:27][CH2:28][CH2:29][CH2:30][CH2:31][CH2:32][CH2:33][CH2:34][CH2:35][CH2:36][CH2:37][CH3:38])[CH2:19][CH:20]=[CH2:21])[C:11]1[CH:16]=[CH:15][CH:14]=[CH:13][CH:12]=1.[O:39]1CCCC1>>[CH2:10]([O:17][CH:18]([CH2:22][CH2:23][CH2:24][CH2:25][CH2:26][CH2:27][CH2:28][CH2:29][CH2:30][CH2:31][CH2:32][CH2:33][CH2:34][CH2:35][CH2:36][CH2:37][CH3:38])[CH2:19][CH2:20][CH2:21][OH:39])[C:11]1[CH:16]=[CH:15][CH:14]=[CH:13][CH:12]=1. Reported procedure: To a 33 ml solution of a 0.5M solution of 9-borabicyclo[3:3:1]nonane in tetrahydrofuran was added dropwise, under nitrogen, a solution of 6.0 g of 4-benzyloxy-1-heneicosene in 30 ml of dry tetrahydrofuran. After stirring at room temperature for 3 hours, the reaction was quenched by successive addition of 9 ml of ethanol, 3 ml of 6N sodium hydroxide and 6.5 ml 30% hydrogen peroxide. The reaction mixture was heated at 50° for 90 minutes and then allowed to stand at ambient temperature overnight. U...